This data is from the Open Reaction Database (ORD), a public repository of structured organic reaction records. The task is: describe an organic reaction: reactants, conditions, products, and yield Starting materials: [OH-].[Na+] (sodium hydroxide), CC(C#CC1=C(C(=C(C=C1)F)F)F)(C)O (1-(3-methyl-3-hydroxy-1-butynyl)-2,3,4-trifluorobenzene). The solvent is CC(=O)C (acetone). The product is C(#C)C1=C(C(=C(C=C1)F)F)F (1-ethynyl-2,3,4-trifluorobenzene). Isolated yield 65.9%. Reaction SMILES: [OH-].[Na+].CC(O)(C)[C:5]#[C:6][C:7]1[CH:12]=[CH:11][C:10]([F:13])=[C:9]([F:14])[C:8]=1[F:15]>CC(C)=O>[C:6]([C:7]1[CH:12]=[CH:11][C:10]([F:13])=[C:9]([F:14])[C:8]=1[F:15])#[CH:5] |f:0.1|. Procedure: 23 g of sodium hydroxide was added to 229 g of 1-(3-methyl-3-hydroxy-1-butynyl)-2,3,4-trifluorobenzene, and then stirred for 1 hour at 120° C., while acetone that is produced is distilled off using an atmospheric distillation device. This was purified by distillation under a reduced pressure (101 to 108° C./34 kPa (256 mmHg)) to obtain 110 g of 1-ethynyl-2,3,4-trifluorobenzene as an almost colorless oily material. The reactants are C1(CC1)S(=O)(=O)NC(=O)[C@]12NC([C@H]3N(C([C@H]([C@@H](CCCC(\C=C/[C@@H]1C2)C)C)NC(OC(C)(C)C)=O)=O)C[C@@H](C3)OC3=NC=C(C2=CC=CC=C32)OC)=O (tert-butyl (2R,6S,7R,13aS,14aR,16aS,Z)-14a-(cyclopropylsulfonylcarbamoyl)-2-(4-methoxyisoquinolin-1-yloxy)-7,11-dimethyl-5,16-dioxo-1,2,3,5,6,7,8,9,10,11,13a,14,14a,15,16,16a-hexadecahydrocyclopropa[e]pyrrolo[1,2-a][1,4]diazacyclopentadecin-6-ylcarbamate), Cl (HCl). Solvent: O1CCOCC1 (dioxane). Product: Cl.N[C@H]1[C@@H](CCCC(\C=C/[C@H]2[C@](NC([C@H]3N(C1=O)C[C@@H](C3)OC3=NC=C(C1=CC=CC=C31)OC)=O)(C2)C(=O)NS(=O)(=O)C2CC2)C)C ((2R,6S,7R,13aS,14aR,16aS,Z)-6-amino-N-(cyclopropylsulfonyl)-2-(4-methoxyisoquinolin-1-yloxy)-7,11-dimethyl-5,16-dioxo-1,2,3,5,6,7,8,9,10,11,13a,14,14a,15,16,16a-hexadecahydrocyclopropa[e]pyrrolo[1,2-a][1,4]diazacyclopentadecine-14a-carboxamide hydrochloride). Isolated yield 77.0%. RXN SMILES: [CH:1]1([S:4]([NH:7][C:8]([C@@:10]23[CH2:25][C@H:24]2[CH:23]=[CH:22][CH:21]([CH3:26])[CH2:20][CH2:19][CH2:18][C@@H:17]([CH3:27])[C@H:16]([NH:28]C(=O)OC(C)(C)C)[C:15](=[O:36])[N:14]2[CH2:37][C@H:38]([O:40][C:41]4[C:50]5[C:45](=[CH:46][CH:47]=[CH:48][CH:49]=5)[C:44]([O:51][CH3:52])=[CH:43][N:42]=4)[CH2:39][C@H:13]2[C:12](=[O:53])[NH:11]3)=[O:9])(=[O:6])=[O:5])[CH2:3][CH2:2]1.[ClH:54]>O1CCOCC1>[ClH:54].[NH2:28][C@@H:16]1[C:15](=[O:36])[N:14]2[CH2:37][C@H:38]([O:40][C:41]3[C:50]4[C:45](=[CH:46][CH:47]=[CH:48][CH:49]=4)[C:44]([O:51][CH3:52])=[CH:43][N:42]=3)[CH2:39][C@H:13]2[C:12](=[O:53])[NH:11][C@:10]2([C:8]([NH:7][S:4]([CH:1]3[CH2:3][CH2:2]3)(=[O:5])=[O:6])=[O:9])[CH2:25][C@H:24]2[CH:23]=[CH:22][CH:21]([CH3:26])[CH2:20][CH2:19][CH2:18][C@H:17]1[CH3:27] |f:3.4|. Procedure: A solution of tert-butyl (2R,6S,7R,13aS,14aR,16aS,Z)-14a-(cyclopropylsulfonylcarbamoyl)-2-(4-methoxyisoquinolin-1-yloxy)-7,11-dimethyl-5,16-dioxo-1,2,3,5,6,7,8,9,10,11,13a,14,14a,15,16,16a-hexadecahydrocyclopropa[e]pyrrolo[1,2-a][1,4]diazacyclopentadecin-6-ylcarbamate (500 mg, 0.66 mmole) in dioxane.HCl was stirred at room temperature for 30 min. The solvent was evaporated under reduced pressure to get crude compound (350 mg, 77%). The crude compound was washed with diethyl ether and taken to th... Reactants: Cl.COC=1C=C(C=CC1OC)C1CCNCC1 (4-(3,4-dimethoxyphenyl)piperidine hydrochloride), [N+](=O)([O-])C=1C=C2CCCC(C2=CC1)CCBr (2-(6-nitrotetralin-1-yl)ethyl bromide). The product is [N+](=O)([O-])C=1C=C2CCCC(C2=CC1)CCN1CCC(CC1)C1=CC(=C(C=C1)OC)OC (1-(2-(6-nitrotetralin-1-yl)ethyl)-4-(3,4-dimethoxyphenyl)piperidine). As a reaction SMILES: Cl.[CH3:2][O:3][C:4]1[CH:5]=[C:6]([CH:12]2[CH2:17][CH2:16][NH:15][CH2:14][CH2:13]2)[CH:7]=[CH:8][C:9]=1[O:10][CH3:11].[N+:18]([C:21]1[CH:22]=[C:23]2[C:28](=[CH:29][CH:30]=1)[CH:27]([CH2:31][CH2:32]Br)[CH2:26][CH2:25][CH2:24]2)([O-:20])=[O:19]>>[N+:18]([C:21]1[CH:22]=[C:23]2[C:28](=[CH:29][CH:30]=1)[CH:27]([CH2:31][CH2:32][N:15]1[CH2:14][CH2:13][CH:12]([C:6]3[CH:7]=[CH:8][C:9]([O:10][CH3:11])=[C:4]([O:3][CH3:2])[CH:5]=3)[CH2:17][CH2:16]1)[CH2:26][CH2:25][CH2:24]2)([O-:20])=[O:19] |f:0.1|. Reported procedure: Analogously to Example 5, reaction of 4-(3,4-dimethoxyphenyl)piperidine hydrochloride with 2-(6-nitrotetralin-1-yl)ethyl bromide gives 1-(2-(6-nitrotetralin-1-yl)ethyl)-4-(3,4-dimethoxyphenyl)piperidine. Reactants: BrN1C(CCC1=O)=O (N-bromosuccinimide), AlBN, C(C)(C)(C)OC(=O)N1CCC(CC1)OC=1C=C2C=C(N=CC2=CC1)Cl (4-(3-Chloro-isoquinolin-6-yloxy)-piperidine-1-carboxylic acid tert-butyl ester). Solvent: CC#N (CH3CN). Reaction conditions: temperature 85 celsius. The product is C(C)(C)(C)OC(=O)N1CCC(CC1)OC=1C(=C2C=C(N=CC2=CC1)Cl)Br (4-(5-Bromo-3-chloro-isoquinolin-6-yloxy)-piperidine-1-carboxylic acid tert-butyl ester). As a reaction SMILES: [C:1]([O:5][C:6]([N:8]1[CH2:13][CH2:12][CH:11]([O:14][C:15]2[CH:16]=[C:17]3[C:22](=[CH:23][CH:24]=2)[CH:21]=[N:20][C:19]([Cl:25])=[CH:18]3)[CH2:10][CH2:9]1)=[O:7])([CH3:4])([CH3:3])[CH3:2].[Br:26]N1C(=O)CCC1=O>CC#N>[C:1]([O:5][C:6]([N:8]1[CH2:13][CH2:12][CH:11]([O:14][C:15]2[C:16]([Br:26])=[C:17]3[C:22](=[CH:23][CH:24]=2)[CH:21]=[N:20][C:19]([Cl:25])=[CH:18]3)[CH2:10][CH2:9]1)=[O:7])([CH3:4])([CH3:2])[CH3:3]. Reported procedure: 200 mg of 4-(3-Chloro-isoquinolin-6-yloxy)-piperidine-1-carboxylic acid tert-butyl ester (178) were dissolved in 5 ml of CH3CN and heated to 85° C. Then a mixture of 148 mg of N-bromosuccinimide and 9 mg of AlBN was added as solid and the resulting mixture was heated to reflux for 1 h. The solvent was removed in vacuo and the residue subjected to flash column chromatography. The yield of the isolated product was 41% LCMS: detected mass: 441.03, Rt=2.41 min (Method #1) Reactants: N([C@H](CC1=CC=C2C=CC=CC2=C1)C(=O)N[C@H](CCCC)C(=O)OCC1=CC=CC=C1)C(=O)OC(C)(C)C (Boc-DNal-DNle-OBzl), C(=O)(C(F)(F)F)O (TFA). The solvent is ClCCl (dichloromethane). Conditions: time 13 hour. The product is N[C@H](CC1=CC=C2C=CC=CC2=C1)C(=O)N[C@H](CCCC)C(=O)OCC1=CC=CC=C1 (H-DNal-DNle-OBzl). Yield: 98.4%. RXN SMILES: [NH:1](C(OC(C)(C)C)=O)[C@@H:2]([C:14]([NH:16][C@@H:17]([C:22]([O:24][CH2:25][C:26]1[CH:31]=[CH:30][CH:29]=[CH:28][CH:27]=1)=[O:23])[CH2:18][CH2:19][CH2:20][CH3:21])=[O:15])[CH2:3][C:4]1[CH:13]=[C:12]2[C:7]([CH:8]=[CH:9][CH:10]=[CH:11]2)=[CH:6][CH:5]=1.C(O)(C(F)(F)F)=O>ClCCl>[NH2:1][C@@H:2]([C:14]([NH:16][C@@H:17]([C:22]([O:24][CH2:25][C:26]1[CH:27]=[CH:28][CH:29]=[CH:30][CH:31]=1)=[O:23])[CH2:18][CH2:19][CH2:20][CH3:21])=[O:15])[CH2:3][C:4]1[CH:13]=[C:12]2[C:7]([CH:8]=[CH:9][CH:10]=[CH:11]2)=[CH:6][CH:5]=1. Procedure: To a solution of Boc-DNal-DNle-OBzl (233 mg) in dichloromethane (2 ml) was added TFA (5 ml) and the mixture was stirred at room temperature for 13 h. The mixture was concentrated in vacuo. The residue was dissolved in dichloromethane, washed with sat. aq. NaHCO3, water and brine successively, dried over MgSO4 and evaporated in vacuo to give the product (185 mg).